This data is from the Open Reaction Database (ORD), a public repository of structured organic reaction records. The task is: describe an organic reaction: reactants, conditions, products, and yield The product is CCOC(=O)C1CCN(CC(=O)OCc2ccccc2)CC1. As a reaction SMILES: [Br:12][CH2:13][C:14](=[O:15])[O:16][CH2:17][c:18]1[cH:19][cH:20][cH:21][cH:22][cH:23]1.[C:24](=[O:25])([O-:26])[O-:27].[CH3:30][C:31]#[N:32].[Cs+:28].[Cs+:29].[NH:1]1[CH2:2][CH2:3][CH:4]([C:5](=[O:6])[O:7][CH2:8][CH3:9])[CH2:10][CH2:11]1>>[N:1]1([CH2:13][C:14](=[O:15])[O:16][CH2:17][c:18]2[cH:19][cH:20][cH:21][cH:22][cH:23]2)[CH2:2][CH2:3][CH:4]([C:5](=[O:6])[O:7][CH2:8][CH3:9])[CH2:10][CH2:11]1. The reactants are O=C(CBr)OCc1ccccc1, O=C([O-])[O-], CC#N, [Cs+], [Cs+], CCOC(=O)C1CCNCC1. Reactants: [OH-].[K+] (potassium hydroxide), C(C)OC1=CC=C(C=C1)C1(C(C(=O)OC)O1)C(F)(F)F (methyl 3-(4-ethoxyphenyl)-2,3-epoxy-4,4,4-trifluorobutyrate), ice water. Solvent: C(C)O (ethanol), O (water). Run at time 17 hour. The product is C(C)OC1=CC=C(C=C1)C(C=O)C(F)(F)F (2-(4-ethoxyphenyl)-3,3,3-trifluoropropanal). Yield: 62.0%. Reaction SMILES: [OH-].[K+].[CH2:3]([O:5][C:6]1[CH:11]=[CH:10][C:9]([C:12]2([C:19]([F:22])([F:21])[F:20])[O:18][CH:13]2C(OC)=O)=[CH:8][CH:7]=1)[CH3:4]>C(O)C.O>[CH2:3]([O:5][C:6]1[CH:7]=[CH:8][C:9]([CH:12]([C:19]([F:20])([F:21])[F:22])[CH:13]=[O:18])=[CH:10][CH:11]=1)[CH3:4] |f:0.1|. Procedure details: Into a solution of 11.41 g of potassium hydroxide in 80 ml of ethanol and 20 ml of water, 29.55 g of methyl 3-(4-ethoxyphenyl)-2,3-epoxy-4,4,4-trifluorobutyrate was added with ice-cooling. The reaction solution was stirred at room temperature for 17 hours. Thereafter, the reaction solution was poured into ice water. The resulting solution was washed with diethyl ether and adjusted to pH 3 with 10% HCl and extracted twice with diethyl ether. The ether layers were combined and washed with saturate... The reactants are CN1C(N(C(C=2C1=C(NC2C2=CC=CC=C2)C=O)=O)C)=O (1,3-dimethyl-2,4-dioxo-5-phenyl-2,3,4,6-tetrahydro-1H-pyrrolo[3,4-d]pyrimidine-7-carbaldehyde), halo, FC=1C=C(C=CC1)C=1NC=C2N(C(N(C(C21)=O)C)=O)C (5-(3-fluorophenyl)-1,3-dimethyl-1H-pyrrolo[3,4-d]pyrimidine-2,4(3H,6H)-dione), CN1C(N(C(C=2C1=CNC2C=2C=C(C#N)C=CC2)=O)C)=O (3-(1,3-Dimethyl-2,4-dioxo-2,3,4,6-tetrahydro-1H-pyrrolo[3,4-d]pyrimidin-5-yl)benzonitrile). Product: FC=1C=C(C=CC1)C=1NC(=C2N(C(N(C(C21)=O)C)=O)C)C=O (5-(3-Fluorophenyl)-1,3-dimethyl-2,4-dioxo-2,3,4,6-tetrahydro-1H-pyrrolo[3,4-d]pyrimidine-7-carbaldehyde). Reaction SMILES: [CH3:1][N:2]1[C:7]2=[C:8]([CH:17]=[O:18])[NH:9][C:10]([C:11]3[CH:16]=[CH:15][CH:14]=[CH:13][CH:12]=3)=[C:6]2[C:5](=[O:19])[N:4]([CH3:20])[C:3]1=[O:21].[F:22]C1C=C(C2NC=C3C=2C(=O)N(C)C(=O)N3C)C=CC=1.CN1C2=CNC(C3C=C(C=CC=3)C#N)=C2C(=O)N(C)C1=O>>[F:22][C:13]1[CH:12]=[C:11]([C:10]2[NH:9][C:8]([CH:17]=[O:18])=[C:7]3[C:6]=2[C:5](=[O:19])[N:4]([CH3:20])[C:3](=[O:21])[N:2]3[CH3:1])[CH:16]=[CH:15][CH:14]=1. Procedure details: The title compound was prepared in a similar manner to 1,3-dimethyl-2,4-dioxo-5-phenyl-2,3,4,6-tetrahydro-1H-pyrrolo[3,4-d]pyrimidine-7-carbaldehyde (Intermediate Na), starting from 5-(3-fluorophenyl)-1,3-dimethyl-1H-pyrrolo[3,4-d]pyrimidine-2,4(3H,6H)-dione (prepared in a similar manner to 3-(1,3-dimethyl-2,4-dioxo-2,3,4,6-tetrahydro-1H-pyrrolo[3,4-d]pyrimidin-5-yl)benzonitrile (Example 9.0 Step 4) using the appropriate halo compound in step 3 and omitting Step 1. Reaction SMILES: [CH2:30]1[CH2:31][CH2:32][NH:33][CH2:34]1.[F:1][c:2]1[cH:3][cH:4][c:5]([CH:8]([CH3:9])[O:10][C:11](=[O:12])[c:13]2[c:14]([CH3:29])[nH:15][c:16]3[cH:17][cH:18][c:19]([CH2:22][CH2:23][O:24][S:25]([CH3:26])(=[O:27])=[O:28])[cH:20][c:21]23)[cH:6][cH:7]1.[O:35]1[CH2:36][CH2:37][O:38][CH2:39][CH2:40]1>>[F:1][c:2]1[cH:3][cH:4][c:5]([CH:8]([CH3:9])[O:10][C:11](=[O:12])[c:13]2[c:14]([CH3:29])[nH:15][c:16]3[cH:17][cH:18][c:19]([CH2:22][CH2:23][N:33]4[CH2:32][CH2:31][CH2:30][CH2:34]4)[cH:20][c:21]23)[cH:6][cH:7]1. Product: Cc1[nH]c2ccc(CCN3CCCC3)cc2c1C(=O)OC(C)c1ccc(F)cc1. The reactants are C1CCNC1, Cc1[nH]c2ccc(CCOS(C)(=O)=O)cc2c1C(=O)OC(C)c1ccc(F)cc1, C1COCCO1. The reactants are ClC1=NC(=NC(=C1)N)N (4-chloro-2,6-diaminopyrimidine), [Cl-].ClC1=CC=C(C=C1)[N+]#N (4-chlorobenzenediazonium chloride), C(C)(=O)[O-].[Na+] (sodium acetate). The solvent is O (water), C(C)(=O)O (acetic acid). Conditions: time 20 minute. Product: ClC1=C(C(=NC(=N1)N)N)N=NC1=CC=C(C=C1)Cl (6-chloro-5-[(4-chlorophenyl)azo]-2,4-pyrimidinediamine). The yield is 41.4%. As a reaction SMILES: [Cl:1][C:2]1[CH:7]=[C:6]([NH2:8])[N:5]=[C:4]([NH2:9])[N:3]=1.C([O-])(=O)C.[Na+].[Cl-].[Cl:16][C:17]1[CH:22]=[CH:21][C:20]([N+:23]#[N:24])=[CH:19][CH:18]=1>O.C(O)(=O)C>[Cl:1][C:2]1[N:3]=[C:4]([NH2:9])[N:5]=[C:6]([NH2:8])[C:7]=1[N:24]=[N:23][C:20]1[CH:21]=[CH:22][C:17]([Cl:16])=[CH:18][CH:19]=1 |f:1.2,3.4|. Procedure details: To a suspension of 4-chloro-2,6-diaminopyrimidine (21.68 g, 0.150 mol) in water (750 ml) and acetic acid (750 ml) was added sodium acetate (300 g). Solution occurred after stirring for 20 minutes, and then the solution of 4-chlorobenzenediazonium chloride (0.166 mol) was added with cooling over 30 minutes at a rate that kept the reaction at 18°. The reaction was stirred overnight at room temperature, and the orange crystals were filtered, washed with water (4×400 ml), and dried in vacuo to give ... Run in CO (methanol), C(C)O (ethanol). Starting materials: C1(C=CCCC1)C=1C=CC2=C(CCC=3C=C4N(C23)CCN=C4C)C1 (3-Cyclohex-2-enyl-5,6,10,11-tetrahydro-8-methyl-benzo[g]pyrazino[1,2-a]indole), CS(=O)(=O)O (methanesulphonic acid), N (ammonia), saturated solution, C(\C=C\C(=O)O)(=O)O (fumaric acid). RXN SMILES: [CH:1]1([C:7]2[CH:8]=[CH:9][C:10]3[C:18]4[N:17]5[CH2:19][CH2:20][N:21]=[C:22]([CH3:23])[C:16]5=[CH:15][C:14]=4[CH2:13][CH2:12][C:11]=3[CH:24]=2)[CH2:6][CH2:5][CH2:4][CH:3]=[CH:2]1.CS(O)(=O)=O.N.[C:31]([OH:38])(=[O:37])/[CH:32]=[CH:33]/[C:34]([OH:36])=[O:35]>CO.C(O)C.C1C=CC(P(C2C=CC=CC=2)C2C=CC=CC=2)=CC=1.C1C=CC(P(C2C=CC=CC=2)C2C=CC=CC=2)=CC=1.C1C=CC(P(C2C=CC=CC=2)C2C=CC=CC=2)=CC=1.[Cl-].[Rh]>[C:31]([OH:38])(=[O:37])/[CH:32]=[CH:33]/[C:34]([OH:36])=[O:35].[CH:1]1([C:7]2[CH:8]=[CH:9][C:10]3[C:18]4[N:17]5[CH2:19][CH2:20][N:21]=[C:22]([CH3:23])[C:16]5=[CH:15][C:14]=4[CH2:13][CH2:12][C:11]=3[CH:24]=2)[CH2:2][CH2:3][CH2:4][CH2:5][CH2:6]1 |f:6.7.8.9.10,11.12|. Run at time 24 hour. Procedure: 3-Cyclohex-2-enyl-5,6,10,11-tetrahydro-8-methyl-benzo[g]pyrazino[1,2-a]indole (1.05 g) was dissolved in 100 ml of methanol and treated with 0.2 ml of methanesulphonic acid. After the addition of 100 mg of tris(triphenylphosphine)-rhodium-(I) chloride the mixture was hydrogenated at room temperature for 24 hours. The mixture was freed from solvent, treated with 100 ml of 10% ammonia solution and extracted three times with 100 ml of methylene chloride each time. The organic phases were combined, d... Product: C(\C=C\C(=O)O)(=O)O.C1(CCCCC1)C=1C=CC2=C(CCC=3C=C4N(C23)CCN=C4C)C1 (3-cyclohexyl-5,6,10,11 -tetrahydro-8-methyl-benzo[g]pyrazino[1,2-a]indole fumarate). Reagents/catalysts: C1=CC=C(C=C1)P(C2=CC=CC=C2)C3=CC=CC=C3.C1=CC=C(C=C1)P(C2=CC=CC=C2)C3=CC=CC=C3.C1=CC=C(C=C1)P(C2=CC=CC=C2)C3=CC=CC=C3.[Cl-].[Rh] (tris(triphenylphosphine)-rhodium-(I) chloride). Isolated yield 37.0%. Reactants: O=C(O)COc1ccc(F)cc1Br, COCCOc1ccc(C(=O)NNC(C)C)cc1, CCN(C(C)C)C(C)C, CN(C)C=O. The product is COCCOc1ccc(C(=O)NN(C(=O)COc2ccc(F)cc2Br)C(C)C)cc1. Reaction SMILES: [Br:1][c:2]1[c:3]([O:4][CH2:5][C:6](=[O:7])[OH:8])[cH:9][cH:10][c:11]([F:13])[cH:12]1.[CH:14]([CH3:15])([CH3:16])[NH:17][NH:18][C:19]([c:20]1[cH:21][cH:22][c:23]([O:26][CH2:27][CH2:28][O:29][CH3:30])[cH:24][cH:25]1)=[O:31].[CH:32]([N:33]([CH:34]([CH3:35])[CH3:36])[CH2:37][CH3:38])([CH3:39])[CH3:40].[O:41]=[CH:42][N:43]([CH3:44])[CH3:45]>>[Br:1][c:2]1[c:3]([O:4][CH2:5][C:6](=[O:8])[N:17]([CH:14]([CH3:15])[CH3:16])[NH:18][C:19]([c:20]2[cH:21][cH:22][c:23]([O:26][CH2:27][CH2:28][O:29][CH3:30])[cH:24][cH:25]2)=[O:31])[cH:9][cH:10][c:11]([F:13])[cH:12]1. The reactants are CN(/C=C/C(=O)C1=NN(C=CC1=O)C=1C=C(C#N)C=CC1)C (3-[3-((E)-3-Dimethylamino-acryloyl)-4-oxo-4H-pyridazin-1-yl]-benzonitrile), FC1=C(C=CC=C1)NN (2-fluoro-phenylhydrazine). Yields the product FC1=C(C=CC=C1)N1N=CC=C1C1=NN(C=CC1=O)C=1C=C(C#N)C=CC1 (3-{3-[2-(2-Fluoro-phenyl)-2H-pyrazol-3-yl]-4-oxo-4H-pyridazin-1-yl}-benzonitrile). As a reaction SMILES: C[N:2](C)/[CH:3]=[CH:4]/[C:5]([C:7]1[C:12](=[O:13])[CH:11]=[CH:10][N:9]([C:14]2[CH:15]=[C:16]([CH:19]=[CH:20][CH:21]=2)[C:17]#[N:18])[N:8]=1)=O.[F:23][C:24]1[CH:29]=[CH:28][CH:27]=[CH:26][C:25]=1[NH:30]N>>[F:23][C:24]1[CH:29]=[CH:28][CH:27]=[CH:26][C:25]=1[N:30]1[C:5]([C:7]2[C:12](=[O:13])[CH:11]=[CH:10][N:9]([C:14]3[CH:15]=[C:16]([CH:19]=[CH:20][CH:21]=3)[C:17]#[N:18])[N:8]=2)=[CH:4][CH:3]=[N:2]1. Procedure: The product was obtained starting from 3-[3-((E)-3-Dimethylamino-acryloyl)-4-oxo-4H-pyridazin-1-yl]-benzonitrile (A-19) and 2-fluoro-phenylhydrazine according to the method described for example 1. MS: M=358.1 (M+H)+